This data is from the Open Reaction Database (ORD), a public repository of structured organic reaction records. The task is: describe an organic reaction: reactants, conditions, products, and yield The reactants are CN(C)CC1=CC=2CN(CCC2O1)C(C1=CC=C(C=C1)C(C1=CC=CC=C1)=O)=O (N,N-Dimethyl-[5-(4-benzoylbenzoyl)-4,5,6,7-tetrahydrofuro[3,2-c]pyridin-2-ylmethyl]amine), Cl (hydrogen chloride). The solvent is CO (methanol), C(C)(=O)OCC (ethyl acetate). Yields the product Cl.CN(C)CC1=CC=2CN(CCC2O1)C(C1=CC=C(C=C1)C(C1=CC=CC=C1)=O)=O (N,N-dimethyl-[5-(4-benzoylbenzoyl)-4,5,6,7-tetrahydrofuro[3,2-c]pyridin-2-ylmethyl]amine hydrochloride). RXN SMILES: [CH3:1][N:2]([CH2:4][C:5]1[O:13][C:12]2[CH2:11][CH2:10][N:9]([C:14](=[O:29])[C:15]3[CH:20]=[CH:19][C:18]([C:21](=[O:28])[C:22]4[CH:27]=[CH:26][CH:25]=[CH:24][CH:23]=4)=[CH:17][CH:16]=3)[CH2:8][C:7]=2[CH:6]=1)[CH3:3].[ClH:30]>CO.C(OCC)(=O)C>[ClH:30].[CH3:3][N:2]([CH2:4][C:5]1[O:13][C:12]2[CH2:11][CH2:10][N:9]([C:14](=[O:29])[C:15]3[CH:20]=[CH:19][C:18]([C:21](=[O:28])[C:22]4[CH:27]=[CH:26][CH:25]=[CH:24][CH:23]=4)=[CH:17][CH:16]=3)[CH2:8][C:7]=2[CH:6]=1)[CH3:1] |f:4.5|. Reported procedure: N,N-Dimethyl-[5-(4-benzoylbenzoyl)-4,5,6,7-tetrahydrofuro[3,2-c]pyridin-2-ylmethyl]amine 0.180 g was dissolved in 2 ml of methanol; hydrogen chloride in ethyl acetate was added in excess, followed by stirring. After this mixture was concentrated, diethyl ether was added; the resulting solid was filtered and washed with diethyl ether to yield the desired product. Starting materials: ClC1=NC=C(C=C1NS(=O)(=O)C1=CC=C(C=C1)F)B1OC(C(O1)(C)C)(C)C (N-(2-chloro-5-(4,4,5,5-tetramethyl-1,3,2-dioxaborolan-2-yl)pyridin-3-yl)-4-fluorobenzenesulfonamide), BrC=1C=C2C=NN=CC2=CC1 (6-bromophthalazine), C(=O)([O-])[O-].[Na+].[Na+] (Na2CO3). The reagents and catalysts are C1=CC=C(C=C1)[PH+](C2=CC=CC=C2)[C]3[CH][CH][CH][CH]3.C1=CC=C(C=C1)[PH+](C2=CC=CC=C2)[C]3[CH][CH][CH][CH]3.C(Cl)Cl.Cl[Pd]Cl.[Fe] (dichloro[1,1′bis(diphenylphoshino)ferrocene]palladium(II)dichloromethane adduct). Run in O1CCOCC1 (1,4-dioxane), O (water). Reaction conditions: temperature 100 celsius. Product: ClC1=NC=C(C=C1NS(=O)(=O)C1=CC=C(C=C1)F)C=1C=C2C=NN=CC2=CC1 (N-(2-chloro-5-(6-phthalazinyl)-3-pyridinyl)-4-fluorobenzenesulfonamide). Reaction SMILES: [Cl:1][C:2]1[C:7]([NH:8][S:9]([C:12]2[CH:17]=[CH:16][C:15]([F:18])=[CH:14][CH:13]=2)(=[O:11])=[O:10])=[CH:6][C:5](B2OC(C)(C)C(C)(C)O2)=[CH:4][N:3]=1.Br[C:29]1[CH:30]=[C:31]2[C:36](=[CH:37][CH:38]=1)[CH:35]=[N:34][N:33]=[CH:32]2.C([O-])([O-])=O.[Na+].[Na+]>O1CCOCC1.O.C1C=CC([PH+]([C]2[CH][CH][CH][CH]2)C2C=CC=CC=2)=CC=1.C1C=CC([PH+]([C]2[CH][CH][CH][CH]2)C2C=CC=CC=2)=CC=1.C(Cl)Cl.Cl[Pd]Cl.[Fe]>[Cl:1][C:2]1[C:7]([NH:8][S:9]([C:12]2[CH:13]=[CH:14][C:15]([F:18])=[CH:16][CH:17]=2)(=[O:10])=[O:11])=[CH:6][C:5]([C:29]2[CH:30]=[C:31]3[C:36](=[CH:37][CH:38]=2)[CH:35]=[N:34][N:33]=[CH:32]3)=[CH:4][N:3]=1 |f:2.3.4,7.8.9.10.11,^1:56,57,58,59,60,74,75,76,77,78|. Reported procedure: A suspension of N-(2-chloro-5-(4,4,5,5-tetramethyl-1,3,2-dioxaborolan-2-yl)pyridin-3-yl)-4-fluorobenzenesulfonamide (102 mg, 247 μmol), 6-bromophthalazine (43 mg, 206 μmol), dichloro[1,1′bis(diphenylphoshino)ferrocene]palladium(II)dichloromethane adduct (11 mg, 15 μmol), and Na2CO3 (65 mg, 617 μmol) in 1,4-dioxane (2 mL) and water (1 mL) was sparged with nitrogen for 5 minutes, then heated to 100° C. for 2 hours. The reaction was then partitioned between 9:1 CHCl3/IPA (30 mL) and 5% NaHCO3 (10 m...